The task is: describe an organic reaction: reactants, conditions, products, and yield. This data is from the Open Reaction Database (ORD), a public repository of structured organic reaction records. The reactants are C(C)(C)(C)OC(NC1(CCC1)C1=CC=C(C=C1)C1=C(OC2=CC(=CC=C2C1=O)C=1NN=CC1)C1=CC=CC=C1)=O ((1-{4-[4-oxo-2-phenyl-7-(2H-pyrazol-3-yl)-4H-chromen-3-yl]-phenyl}-cyclobutyl)-carbamic acid tert-butyl ester), C(C)(C)(C)OC(NC1(CCC1)C1=CC=C(C=C1)C1=C(OC2=C(C(=CC=C2C1=O)OC)Br)C1=CC=CC=C1)=O ({1-[4-(8-bromo-7-methoxy-4-oxo-2-phenyl-4H-chromen-3-yl)-phenyl]-cyclobutyl}-carbamic acid tert-butyl ester), CC1(OB(OC1(C)C)C=1C=NNC1)C (4-(4,4,5,5-tetramethyl-[1,3,2]dioxaborolan-2-yl)-1H-pyrazole). Yields the product C(C)(C)(C)OC(NC1(CCC1)C1=CC=C(C=C1)C1=C(OC2=C(C(=CC=C2C1=O)OC)C=1C=NNC1)C1=CC=CC=C1)=O ((1-{4-[7-Methoxy-4-oxo-2-phenyl-8-(1H-pyrazol-4-yl)-4H-chromen-3-yl]-phenyl}-cyclobutyl)-carbamic acid tert-butyl ester). Yield: 52.0%. As a reaction SMILES: C(OC(=O)NC1(C2C=CC(C3C(=O)C4C(=CC([C:29]5[NH:30][N:31]=[CH:32][CH:33]=5)=CC=4)OC=3C3C=CC=CC=3)=CC=2)CCC1)(C)(C)C.[C:41]([O:45][C:46](=[O:78])[NH:47][C:48]1([C:52]2[CH:57]=[CH:56][C:55]([C:58]3[C:67](=[O:68])[C:66]4[C:61](=[C:62](Br)[C:63]([O:69][CH3:70])=[CH:64][CH:65]=4)[O:60][C:59]=3[C:72]3[CH:77]=[CH:76][CH:75]=[CH:74][CH:73]=3)=[CH:54][CH:53]=2)[CH2:51][CH2:50][CH2:49]1)([CH3:44])([CH3:43])[CH3:42].CC1(C)C(C)(C)OB(C2C=NNC=2)O1>>[C:41]([O:45][C:46](=[O:78])[NH:47][C:48]1([C:52]2[CH:57]=[CH:56][C:55]([C:58]3[C:67](=[O:68])[C:66]4[C:61](=[C:62]([C:33]5[CH:29]=[N:30][NH:31][CH:32]=5)[C:63]([O:69][CH3:70])=[CH:64][CH:65]=4)[O:60][C:59]=3[C:72]3[CH:77]=[CH:76][CH:75]=[CH:74][CH:73]=3)=[CH:54][CH:53]=2)[CH2:51][CH2:50][CH2:49]1)([CH3:44])([CH3:43])[CH3:42]. Procedure: Following the procedure used to prepare (1-{4-[4-oxo-2-phenyl-7-(2H-pyrazol-3-yl)-4H-chromen-3-yl]-phenyl}-cyclobutyl)-carbamic acid tert-butyl ester, {1-[4-(8-bromo-7-methoxy-4-oxo-2-phenyl-4H-chromen-3-yl)-phenyl]-cyclobutyl}-carbamic acid tert-butyl ester (100 mg, 0.173 mmol) was reacted with 4-(4,4,5,5-tetramethyl-[1,3,2]dioxaborolan-2-yl)-1H-pyrazole to give the title compound (51 mg, 52%). LCMS (Method H): RT=3.77 min, [M+H]+=564. Reactants: OCC=1N=C2C=NC=NC2=NC1 (6-hydroxymethylpteridine), BrBr (bromine), C1(=CC=CC=C1)P(C1=CC=CC=C1)C1=CC=CC=C1 (triphenyl phosphine). Run in CC(=O)N(C)C (dimethylacetamide). The product is BrCC=1N=C2C=NC=NC2=NC1 (6-bromomethylpteridine). Reaction SMILES: O[CH2:2][C:3]1[N:4]=[C:5]2[C:10](=[N:11][CH:12]=1)[N:9]=[CH:8][N:7]=[CH:6]2.[Br:13]Br.C1(P(C2C=CC=CC=2)C2C=CC=CC=2)C=CC=CC=1>CC(N(C)C)=O>[Br:13][CH2:2][C:3]1[N:4]=[C:5]2[C:10](=[N:11][CH:12]=1)[N:9]=[CH:8][N:7]=[CH:6]2. Reported procedure: Condensation of 2,4,5,6-tetraaminopyrimidine with dihydroxyacetone gave 6-hydroxymethylpteridine 1. Compound 1 was treated with bromine and triphenyl phosphine in dimethylacetamide to give the corresponding 6-bromomethylpteridine which was coupled in situ with 4-aminobenzoic acid to afford pteroylbenzoic acid 2. Purity of the crude product was about 85% as analyzed by HPLC. Due to the low solubility of this compound in most solvents, purification by recrystallization proved to be impractical. Th... Starting materials: C(C1=CC=CC=C1)OC=1C=CC(=[N+](C1)[O-])C=CC(C)(C)OC1=CC=C(C=C1)C#N (5-benzyloxy-2-[3-(4-cyanophenoxy)-3-methyl-1-butenyl]pyridine N-oxide), BrC(C(=O)OCC)(C)C (ethyl bromoisobutyrate), CC1(OC2=C(C(C1)C1=NC=CC=C1)C=C(C=C2)C(=O)O)C (3,4-dihydro-2,2-dimethyl-4-(2-pyridyl)-2H-1-benzopyran-6-carboxylic acid), [H-].[Na+] (sodium hydride). Run in CN(C=O)C (dimethylformamide), CN(C=O)C (dimethylformamide). Reaction conditions: temperature 100 celsius, time 1 hour. The product is C(#N)C1=CC=C(OC(C(=O)OCC)(C)C)C=C1 (ethyl 2-(4-cyanophenoxy)-2-methylpropionate). RXN SMILES: C(OC1C=CC(C=CC([O:21][C:22]2[CH:27]=[CH:26][C:25]([C:28]#[N:29])=[CH:24][CH:23]=2)(C)C)=[N+]([O-])C=1)C1C=CC=CC=1.CC1(C)CC(C2C=CC=CN=2)C2C=C(C(O)=O)C=CC=2O1.[H-].[Na+].Br[C:54]([CH3:61])([CH3:60])[C:55]([O:57][CH2:58][CH3:59])=[O:56]>CN(C)C=O>[C:28]([C:25]1[CH:26]=[CH:27][C:22]([O:21][C:54]([CH3:61])([CH3:60])[C:55]([O:57][CH2:58][CH3:59])=[O:56])=[CH:23][CH:24]=1)#[N:29] |f:2.3|. Reported procedure: The 5-benzyloxy-2-[3-(4-cyanophenoxy)-3-methyl-1-butenyl]pyridine N-oxide used as the starting material was prepared as follows: (A) 23.8 g of 4-cyanophenol in 150 ml of dimethylformamide were added dropwise to a stirred suspension of 6 g of 80% sodium hydride in 100 ml of dimethylformamide and the mixture was then stirred for a further 1 hour. 39 g of ethyl bromoisobutyrate were added dropwise and the mixture was heated to 100° C. for 76 hours. The solvents were removed by evaporation and the r... Product: N#Cc1ccc(-c2ncc(C(F)(F)F)cc2Cl)cc1OCC(=O)C1CC1. As a reaction SMILES: [C:28](=[O:29])([O-:30])[O-:31].[CH3:34][N:35]([CH3:36])[CH:37]=[O:38].[CH:21]1([C:24](=[O:25])[CH2:26][Br:27])[CH2:22][CH2:23]1.[Cl:1][c:2]1[c:3](-[c:12]2[cH:13][c:14]([OH:20])[c:15]([C:18]#[N:19])[cH:16][cH:17]2)[n:4][cH:5][c:6]([C:8]([F:9])([F:10])[F:11])[cH:7]1.[K+:32].[K+:33].[OH2:39]>>[Cl:1][c:2]1[c:3](-[c:12]2[cH:13][c:14]([O:20][CH2:26][C:24]([CH:21]3[CH2:22][CH2:23]3)=[O:25])[c:15]([C:18]#[N:19])[cH:16][cH:17]2)[n:4][cH:5][c:6]([C:8]([F:9])([F:10])[F:11])[cH:7]1. The reactants are O=C([O-])[O-], CN(C)C=O, O=C(CBr)C1CC1, N#Cc1ccc(-c2ncc(C(F)(F)F)cc2Cl)cc1O, [K+], [K+], O. Reactants: C(C)(C)(C)[Li] (t-butyllithium), COC=1C=C2C=CC(=CC2=CC1OC)C=O (6,7-dimethoxy-2-formyl naphthalene), [Cl-].[NH4+] (ammonium chloride), BrC=1N=CNC1 (4-Bromo-1H-imidazol). The solvent is CCCCC (pentane), C1CCOC1 (THF), C1CCOC1 (THF). Conditions: temperature -78 celsius, time 1.5 hour. Product: COC=1C=C2C=CC(=CC2=CC1OC)C(C(C)C)(O)C=1N=CNC1 (1-(6,7-dimethoxynaphthalen-2-yl)-1-(1H-imidazol-4-yl)-2-methyl-1-propanol). RXN SMILES: Br[C:2]1[N:3]=[CH:4][NH:5][CH:6]=1.[C:7]([Li])(C)([CH3:9])[CH3:8].[CH3:12][O:13][C:14]1[CH:15]=[C:16]2[C:21](=[CH:22][C:23]=1[O:24][CH3:25])[CH:20]=[C:19]([CH:26]=[O:27])[CH:18]=[CH:17]2.[Cl-].[NH4+]>C1COCC1.CCCCC>[CH3:12][O:13][C:14]1[CH:15]=[C:16]2[C:21](=[CH:22][C:23]=1[O:24][CH3:25])[CH:20]=[C:19]([C:26]([C:2]1[N:3]=[CH:4][NH:5][CH:6]=1)([OH:27])[CH:7]([CH3:9])[CH3:8])[CH:18]=[CH:17]2 |f:3.4|. Reported procedure: 4-Bromo-1H-imidazol (1.95 g) was dissolved in THF (30 ml) and the mixture was cooled to −78° C. A solution (1.7 M; 20 ml) of t-butyllithium in pentane was added. The mixture was stirred at 0° C. for 1.5 h and again cooled to −78° C. A solution (20 ml) of 6,7-dimethoxy-2-formyl naphthalene (3.32 g) in THF was added and the mixture was warmed from −78° C. to room temperature. The mixture was stirred at room temperature for 16 h and aqueous solution of ammonium chloride was added. The mixture was e...